From a dataset of the Open Reaction Database (ORD), a public repository of structured organic reaction records. describe an organic reaction: reactants, conditions, products, and yield Reaction SMILES: [CH2:1](Cl)[CH:2]=[CH2:3].[C:5](=[O:10])([O:8][CH3:9])[O:6][CH3:7].CO[C:13]1C=CC(O)=C[CH:14]=1.C(=O)=O>[Br-].C([P+](CCCC)(CCCC)CCCC)CCC>[C:5](=[O:8])([O:6][CH3:7])[O:10][CH2:1][CH:2]=[CH2:3].[C:5](=[O:10])([O:8][CH2:9][CH:13]=[CH2:14])[O:6][CH2:1][CH:2]=[CH2:3] |f:4.5|. Yields the product C(OCC=C)(OC)=O (allyl methyl carbonate), C(OCC=C)(OCC=C)=O (diallyl carbonate). Reaction conditions: temperature 150 celsius. Yield: 3.4%. Reagents/catalysts: [Br-].C(CCC)[P+](CCCC)(CCCC)CCCC (tetra-n--butylphosphonium bromide). Procedure details: The reaction conditions of Example 1 are substantially repeated employing allyl chloride (76.5 g, 1.0 mole), dimethyl carbonate (90.0 g, 1.0 mole), tetra-n--butylphosphonium bromide (6.78 g, 0.02 mole) and p-methoxyphenol (0.5 g, 0.004 mole) polymerization inhibitors. After heating for 7 hours at 150° C. and 600 psi carbon dioxide pressure, the reactor is cooled to room temperature and vented. Distillation gives 29.0 g (25 percent yield) of allyl methyl carbonate having b.p. of 79° C.-80° C. (15... The reactants are C(C=C)Cl (allyl chloride), C(OC)(OC)=O (dimethyl carbonate), COC1=CC=C(C=C1)O (p-methoxyphenol), C(=O)=O (carbon dioxide). Reactants: C([O-])([O-])=O.[K+].[K+] (potassium carbonate), ClCCOC1=CC=C(C=C1)C1C(COC2=CC(=CC=C12)OCOC)(C)C1=CC=C(C=C1)OCOC ((3RS,4SR)-4-[4-(2-Chloroethoxy)phenyl]-7-(methoxymethoxy)-3-[4-(methoxymethoxy)phenyl]-3-methylchroman), C(C)(C)(C)C=1C=C(C=C(C1)C(C)(C)C)CN1CCNCC1 ({(3,5-bis(t-butyl)phenyl]methyl}piperazine), CCCCCC (n-hexane). Reagents/catalysts: [I-].C(CCC)[N+](CCCC)(CCCC)CCCC (tetrabutylammonium iodide). The solvent is C(C)(=O)OCC (ethyl acetate), CC(=O)C (acetone), CN(C)C=O (DMF). The product is C(C)(C)(C)C=1C=C(C=C(C1)C(C)(C)C)CN1CCN(CC1)CCOC1=CC=C(C=C1)C1C(COC2=CC(=CC=C12)OCOC)(C)C1=CC=C(C=C1)OCOC ((3RS,4SR)-4-{4-{2-{4-{[3,5-bis(t-butyl)phenyl)methyl]piperazinyl}ethoxy}phenyl}-7-(methoxymethoxy)-3-[4-(methoxymethoxy)phenyl]-3-methylchroman). The yield is 50.7%. RXN SMILES: Cl[CH2:2][CH2:3][O:4][C:5]1[CH:10]=[CH:9][C:8]([CH:11]2[C:20]3[C:15](=[CH:16][C:17]([O:21][CH2:22][O:23][CH3:24])=[CH:18][CH:19]=3)[O:14][CH2:13][C:12]2([C:26]2[CH:31]=[CH:30][C:29]([O:32][CH2:33][O:34][CH3:35])=[CH:28][CH:27]=2)[CH3:25])=[CH:7][CH:6]=1.[C:36]([C:40]1[CH:41]=[C:42]([CH2:50][N:51]2[CH2:56][CH2:55][NH:54][CH2:53][CH2:52]2)[CH:43]=[C:44]([C:46]([CH3:49])([CH3:48])[CH3:47])[CH:45]=1)([CH3:39])([CH3:38])[CH3:37].C(=O)([O-])[O-].[K+].[K+].CCCCCC>CC(C)=O.CN(C=O)C.[I-].C([N+](CCCC)(CCCC)CCCC)CCC.C(OCC)(=O)C>[C:36]([C:40]1[CH:41]=[C:42]([CH2:50][N:51]2[CH2:52][CH2:53][N:54]([CH2:2][CH2:3][O:4][C:5]3[CH:10]=[CH:9][C:8]([CH:11]4[C:20]5[C:15](=[CH:16][C:17]([O:21][CH2:22][O:23][CH3:24])=[CH:18][CH:19]=5)[O:14][CH2:13][C:12]4([C:26]4[CH:31]=[CH:30][C:29]([O:32][CH2:33][O:34][CH3:35])=[CH:28][CH:27]=4)[CH3:25])=[CH:7][CH:6]=3)[CH2:55][CH2:56]2)[CH:43]=[C:44]([C:46]([CH3:49])([CH3:48])[CH3:47])[CH:45]=1)([CH3:37])([CH3:38])[CH3:39] |f:2.3.4,8.9|. Procedure details: (3RS,4SR)-4-[4-(2-Chloroethoxy)phenyl]-7-(methoxymethoxy)-3-[4-(methoxymethoxy)phenyl]-3-methylchroman (210 mg, 0.42 mmol) and {(3,5-bis(t-butyl)phenyl]methyl}piperazine (243 mg, 0.84 mmol) were dissolved in a solvent mixture of acetone (4 ml) and DMF (0.4 ml). To the mixture potassium carbonate (116 mg, 0.84 mmol) and tetrabutylammonium iodide (16 mg, 0.04 mmol) added were, and the mixture was stirred while heated under reflux for 3 days. The reaction solution was extracted with ethyl acetate, ... The reactants are C1CCOC1, COC(=O)COc1cccc(Nc2ncnc3oc(-c4ccc(Br)cc4)c(-c4ccccc4)c23)c1, ClCCl. Product: COC(=O)COc1cccc(Nc2ncnc3oc(-c4ccccc4)c(-c4ccccc4)c23)c1. As a reaction SMILES: [CH2:39]1[O:40][CH2:41][CH2:42][CH2:43]1.[CH3:1][O:2][C:3]([CH2:4][O:5][c:6]1[cH:7][c:8]([NH:12][c:13]2[c:14]3[c:15]([n:16][cH:17][n:18]2)[o:19][c:20](-[c:28]2[cH:29][cH:30][c:31]([Br:34])[cH:32][cH:33]2)[c:21]3-[c:22]2[cH:23][cH:24][cH:25][cH:26][cH:27]2)[cH:9][cH:10][cH:11]1)=[O:35].[Cl:36][CH2:37][Cl:38]>>[CH3:1][O:2][C:3]([CH2:4][O:5][c:6]1[cH:7][c:8]([NH:12][c:13]2[c:14]3[c:15]([n:16][cH:17][n:18]2)[o:19][c:20](-[c:28]2[cH:29][cH:30][cH:31][cH:32][cH:33]2)[c:21]3-[c:22]2[cH:23][cH:24][cH:25][cH:26][cH:27]2)[cH:9][cH:10][cH:11]1)=[O:35]. Starting materials: BrC(C(=O)OC)CBr (methyl 2,3-dibromopropionate), C(=O)([O-])[O-].[K+].[K+] (K2CO3), C(C1=CC=CC=C1)N (benzylamine). The solvent is C(C)#N (acetonitrile). Run at time 4 hour. Yields the product C(C1=CC=CC=C1)N1C(C1)C(=O)OC (Methyl 1-benzyl-2-aziridinecarboxylate). Yield: 84.7%. Reaction SMILES: Br[CH:2]([CH2:7]Br)[C:3]([O:5][CH3:6])=[O:4].C([O-])([O-])=O.[K+].[K+].[CH2:15]([NH2:22])[C:16]1[CH:21]=[CH:20][CH:19]=[CH:18][CH:17]=1>C(#N)C>[CH2:15]([N:22]1[CH2:7][CH:2]1[C:3]([O:5][CH3:6])=[O:4])[C:16]1[CH:21]=[CH:20][CH:19]=[CH:18][CH:17]=1 |f:1.2.3|. Reported procedure: To a solution of methyl 2,3-dibromopropionate (92.50 g, 10.0 mmol) and K2CO3 (4.10 g 30.0 mmol) in acetonitrile (30 mL) was added dropwise benzylamine (1.20 mL, 11 mmol). After being stirred at rt for 4 h, and the reaction mixture was quenched with a saturated aqueous NH4Cl solution. The organic material was extracted with EtOAc, the extracts dried over MgSO4, concentrated in vacuo. The residue was purified by column chomatography (EtOAc/Hex 2/1) to give the title compound (1.62 g, 85%). The reactants are C[Si](C)(C)C=[N+]=[N-] (trimethylsilyldiazomethane), CCCCCC (hexane), ClC=1C=C(C=CC1)[C@H](C(=O)O)O ((R)-(3-chloro-phenyl)hydroxy-acetic acid), CO (methanol). Run in C1=CC=CC=C1 (benzene). Reaction conditions: time 5 minute. The product is COC([C@H](O)C1=CC(=CC=C1)Cl)=O ((R)-(3-chloro-phenyl)-hydroxy-acetic Acid Methyl Ester). The yield is 99.9%. Reaction SMILES: C[Si](C=[N+]=[N-])(C)C.[CH3:8]CCCCC.[Cl:14][C:15]1[CH:16]=[C:17]([C@@H:21]([OH:25])[C:22]([OH:24])=[O:23])[CH:18]=[CH:19][CH:20]=1.CO>C1C=CC=CC=1>[CH3:8][O:23][C:22](=[O:24])[C@@H:21]([C:17]1[CH:18]=[CH:19][CH:20]=[C:15]([Cl:14])[CH:16]=1)[OH:25]. Reported procedure: A solution of trimethylsilyldiazomethane in hexane (2 M, 1.5 mL, 3.0 mmol) was added to a solution of (R)-(3-chloro-phenyl)hydroxy-acetic acid (497 mg, 2.66 mmol) in benzene (2.6 mL)-methanol (1.3 mL) under cooling with ice. Then, the ice bath was removed and the mixture was stirred at room temperature for five minutes. The reaction mixture was concentrated under reduced pressure. The residue was purified by silica gel chromatography (hexane/ethyl acetate=3/1) to give the title compound (533 mg,... The reactants are CC(=O)O[BH-](OC(C)=O)OC(C)=O, O=C([O-])O, CCO, CC(=O)O, ClC(Cl)Cl, ClCCl, Cl, COc1ccc2ccc(=O)n(CCN3CCC(N)CC3)c2c1, [Na+], [Na+], O=Cc1cc2c(cn1)OCCO2. Product: COc1ccc2ccc(=O)n(CCN3CCC(NCc4cc5c(cn4)OCCO5)CC3)c2c1. As a reaction SMILES: [C:35]([O:36][BH-:37]([O:38][C:39](=[O:40])[CH3:41])[O:42][C:43](=[O:44])[CH3:45])(=[O:46])[CH3:47].[C:49](=[O:50])([O-:51])[OH:52].[CH3:55][CH2:56][OH:57].[CH3:62][C:63](=[O:64])[OH:65].[CH:58]([Cl:59])([Cl:60])[Cl:61].[Cl:66][CH2:67][Cl:68].[ClH:54].[NH2:1][CH:2]1[CH2:3][CH2:4][N:5]([CH2:8][CH2:9][n:10]2[c:11](=[O:22])[cH:12][cH:13][c:14]3[cH:15][cH:16][c:17]([O:20][CH3:21])[cH:18][c:19]23)[CH2:6][CH2:7]1.[Na+:48].[Na+:53].[O:23]1[CH2:24][CH2:25][O:26][c:27]2[cH:28][n:29][c:30]([CH:33]=[O:34])[cH:31][c:32]21>>[NH:1]([CH:2]1[CH2:3][CH2:4][N:5]([CH2:8][CH2:9][n:10]2[c:11](=[O:22])[cH:12][cH:13][c:14]3[cH:15][cH:16][c:17]([O:20][CH3:21])[cH:18][c:19]23)[CH2:6][CH2:7]1)[CH2:33][c:30]1[n:29][cH:28][c:27]2[c:32]([cH:31]1)[O:23][CH2:24][CH2:25][O:26]2.